This data is from the Open Reaction Database (ORD), a public repository of structured organic reaction records. The task is: describe an organic reaction: reactants, conditions, products, and yield Starting materials: [C-]#N, [C-]#N, CC#N, CC(C)(C)OC(=O)n1c(-c2ccc(OS(=O)(=O)C(F)(F)F)c3c2C(=O)NC3)cc2cc(CN3CCCCC3)ccc21, O, [Zn+2]. The product is CC(C)(C)OC(=O)n1c(-c2ccc(C#N)c3c2C(=O)NC3)cc2cc(CN3CCCCC3)ccc21. Reaction SMILES: [C-:46]#[N:47].[C-:49]#[N:50].[CH3:43][C:44]#[N:45].[F:1][C:2]([F:3])([F:4])[S:5]([O:6][c:7]1[c:8]2[c:12]([c:13](-[c:16]3[n:17]([C:32](=[O:33])[O:34][C:35]([CH3:36])([CH3:37])[CH3:38])[c:18]4[cH:19][cH:20][c:21]([CH2:25][N:26]5[CH2:27][CH2:28][CH2:29][CH2:30][CH2:31]5)[cH:22][c:23]4[cH:24]3)[cH:14][cH:15]1)[C:11](=[O:39])[NH:10][CH2:9]2)(=[O:40])=[O:41].[OH2:42].[Zn+2:48]>>[c:7]1([C:44]#[N:45])[c:8]2[c:12]([c:13](-[c:16]3[n:17]([C:32](=[O:33])[O:34][C:35]([CH3:36])([CH3:37])[CH3:38])[c:18]4[cH:19][cH:20][c:21]([CH2:25][N:26]5[CH2:27][CH2:28][CH2:29][CH2:30][CH2:31]5)[cH:22][c:23]4[cH:24]3)[cH:14][cH:15]1)[C:11](=[O:39])[NH:10][CH2:9]2. Reactants: CCN(CC)C1=CC=C(C=C1)C(C2C=CC(=[N+](CC)CC)C=C2)C3=C(C=CC(=C3)S(=O)(=O)O)S(=O)(=O)[O-].[Na+] (P-188), CN1CCN(CC1)C(C(=C)C)=O.C(C=C)(=O)OCCOCC (N-Methyl-N'-methacryloylpiperazine 2-ethoxyethyl acrylate). Yields the product OC1=CC=C(C=C1)NC(C=C)=O.C(C=C)(=O)OCCCC (N-(p-Hydroxyphenyl)acrylamide butyl acrylate). RXN SMILES: CCN([C:6]1[CH:11]=CC(C([C:24]2[CH:29]=[C:28](S(O)(=O)=O)[CH:27]=CC=2S([O-])(=O)=O)C2C=CC(=[N+](CC)CC)C=C2)=[CH:8][CH:7]=1)CC.[Na+].CN1[CH2:45][CH2:44][N:43]([C:46](=[O:50])[C:47]([CH3:49])=C)CC1.[C:51]([O:55]CCOCC)(=[O:54])[CH:52]=[CH2:53]>>[OH:54][C:6]1[CH:11]=[CH:45][C:44]([NH:43][C:46](=[O:50])[CH:47]=[CH2:49])=[CH:8][CH:7]=1.[C:51]([O:55][CH2:27][CH2:28][CH2:29][CH3:24])(=[O:54])[CH:52]=[CH2:53] |f:0.1,2.3,4.5|. Reported procedure: (P-188): N-Methyl-N'-methacryloylpiperazine-2-ethoxyethyl acrylate copolymer (40/60) Reactants: N1CCC(CC1)CO (4-piperidylmethanol), C(=O)(OC(C)(C)C)OC(=O)OC(C)(C)C (di-tert-butyl dicarbonate), OCC1CCN(CC1)C(=O)OC(C)(C)C (tert-butyl 4-(hydroxymethyl)piperidine-1-carboxylate), C(Br)(Br)(Br)Br (carbon tetrabromide), C1(=CC=CC=C1)P(C1=CC=CC=C1)C1=CC=CC=C1 (triphenylphosphine). Solvent: ClCCl (dichloromethane), C(C)#N (acetonitrile). Reaction conditions: time 8 hour. Product: BrCC1CCN(CC1)C(=O)OC(C)(C)C (tert-butyl 4-(bromomethyl)piperidine-1-carboxylate). Reaction SMILES: N1CCC(CO)CC1.C(OC(OC(C)(C)C)=O)(OC(C)(C)C)=O.O[CH2:25][CH:26]1[CH2:31][CH2:30][N:29]([C:32]([O:34][C:35]([CH3:38])([CH3:37])[CH3:36])=[O:33])[CH2:28][CH2:27]1.C(Br)(Br)(Br)[Br:40].C1(P(C2C=CC=CC=2)C2C=CC=CC=2)C=CC=CC=1>ClCCl.C(#N)C>[Br:40][CH2:25][CH:26]1[CH2:31][CH2:30][N:29]([C:32]([O:34][C:35]([CH3:38])([CH3:37])[CH3:36])=[O:33])[CH2:28][CH2:27]1. Reported procedure: To a solution of 5.792 g (50.287 mM) of 4-piperidylmethanol in 150 ml of dichloromethane was added 12.1 g (55.3 mM) of di-tert-butyl dicarbonate dropwise at room temperature and the mixture was stirred at the prevailing temperature overnight. The solvent was then distilled off under reduced pressure to recover crude tert-butyl 4-(hydroxymethyl)piperidine-1-carboxylate. This crude product was not purified but used as it was in the next reaction. To a solution of the above crude tert-butyl 4-(hydr... Reactants: OCC1(CCC1)C(=O)OCC (ethyl 1-(hydroxymethyl)cyclobutanecarboxylate), [Cr](=O)(=O)([O-])Cl.[NH+]1=CC=CC=C1 (pyridinium chlorochromate), SiO2. The solvent is ClCCl (dichloromethane). Reaction conditions: time 17.5 hour. Product: C(=O)C1(CCC1)C(=O)OCC (ethyl 1-formylcyclobutanecarboxylate). The yield is 86.1%. RXN SMILES: [OH:1][CH2:2][C:3]1([C:7]([O:9][CH2:10][CH3:11])=[O:8])[CH2:6][CH2:5][CH2:4]1.[Cr](Cl)([O-])(=O)=O.[NH+]1C=CC=CC=1>ClCCl>[CH:2]([C:3]1([C:7]([O:9][CH2:10][CH3:11])=[O:8])[CH2:6][CH2:5][CH2:4]1)=[O:1] |f:1.2|. Reported procedure: To a dichloromethane (250 mL) solution of ethyl 1-(hydroxymethyl)cyclobutanecarboxylate (12 g) at room temperature, was added a mixture of pyridinium chlorochromate (PCC) (24.5 g) and 20 g SiO2. After 17.5 h, the organic solvent was decanted, and more dichloromethane and ethylacetate were added to wash the SiO2. The combined organic phases were concentrated, the residue and the SiO2 used in the reaction were loaded onto a column and eluted with EtOAc/DCM, 0-17%, to afford ethyl 1-formylcyclobuta... Reactants: CC(=O)O, CO, O=C(c1cn(CC2CCNC2)c2cc(Cl)ccc12)N1CCC2(CC1)OCc1ccccc12. Product: CN1CCC(Cn2cc(C(=O)N3CCC4(CC3)OCc3ccccc34)c3ccc(Cl)cc32)C1. As a reaction SMILES: [C:33]([OH:34])(=[O:35])[CH3:36].[CH3:37][OH:38].[Cl:1][c:2]1[cH:3][cH:4][c:5]2[c:6]([C:17](=[O:18])[N:19]3[CH2:20][CH2:21][C:22]4([O:23][CH2:24][c:25]5[c:26]4[cH:27][cH:28][cH:29][cH:30]5)[CH2:31][CH2:32]3)[cH:7][n:8]([CH2:11][CH:12]3[CH2:13][NH:14][CH2:15][CH2:16]3)[c:9]2[cH:10]1>>[Cl:1][c:2]1[cH:3][cH:4][c:5]2[c:6]([C:17](=[O:18])[N:19]3[CH2:20][CH2:21][C:22]4([O:23][CH2:24][c:25]5[c:26]4[cH:27][cH:28][cH:29][cH:30]5)[CH2:31][CH2:32]3)[cH:7][n:8]([CH2:11][CH:12]3[CH2:13][N:14]([CH3:33])[CH2:15][CH2:16]3)[c:9]2[cH:10]1. Starting materials: COc1ccc(CO)cn1, O=S(=O)(Nc1nccnc1Cl)c1cccc(Cl)c1Cl. The product is COc1ccc(COc2nccnc2NS(=O)(=O)c2cccc(Cl)c2Cl)cn1. As a reaction SMILES: [CH3:20][O:21][c:22]1[cH:23][cH:24][c:25]([CH2:28][OH:29])[cH:26][n:27]1.[Cl:1][c:2]1[c:3]([S:9](=[O:10])(=[O:11])[NH:12][c:13]2[n:14][cH:15][cH:16][n:17][c:18]2[Cl:19])[cH:4][cH:5][cH:6][c:7]1[Cl:8]>>[Cl:1][c:2]1[c:3]([S:9](=[O:10])(=[O:11])[NH:12][c:13]2[n:14][cH:15][cH:16][n:17][c:18]2[O:29][CH2:28][c:25]2[cH:24][cH:23][c:22]([O:21][CH3:20])[n:27][cH:26]2)[cH:4][cH:5][cH:6][c:7]1[Cl:8].